describe an organic reaction: reactants, conditions, products, and yield From a dataset of the Open Reaction Database (ORD), a public repository of structured organic reaction records. Starting materials: C=CCCCCCC(NC(=O)OC(C)(C)C)C(=O)O, CC(C)(C)C(=O)Cl, C=CC1CC1(NC(=O)C1CC(OC(=O)N2Cc3cccc(F)c3C2)CN1)C(=O)OCC, C1CCOC1, C1CCC([NH2+]C2CCCCC2)CC1. Yields the product C=CCCCCCC(NC(=O)OC(C)(C)C)C(=O)N1CC(OC(=O)N2Cc3cccc(F)c3C2)CC1C(=O)NC1(C(=O)OCC)CC1C=C. RXN SMILES: [C:14]([CH3:15])([CH3:16])([CH3:17])[O:18][C:19](=[O:20])[NH:21][CH:22]([C:23](=[O:24])[OH:25])[CH2:26][CH2:27][CH2:28][CH2:29][CH2:30][CH:31]=[CH2:32].[C:33]([Cl:34])(=[O:35])[C:36]([CH3:37])([CH3:38])[CH3:39].[CH2:40]([CH3:41])[O:42][C:43](=[O:44])[C:45]1([NH:50][C:51](=[O:52])[CH:53]2[CH2:54][CH:55]([O:58][C:59](=[O:60])[N:61]3[CH2:62][c:63]4[cH:64][cH:65][cH:66][c:67]([F:70])[c:68]4[CH2:69]3)[CH2:56][NH:57]2)[CH:46]([CH:48]=[CH2:49])[CH2:47]1.[CH2:71]1[O:72][CH2:73][CH2:74][CH2:75]1.[CH:1]1([NH2+:2][CH:3]2[CH2:4][CH2:5][CH2:6][CH2:7][CH2:8]2)[CH2:9][CH2:10][CH2:11][CH2:12][CH2:13]1>>[C:14]([CH3:15])([CH3:16])([CH3:17])[O:18][C:19](=[O:20])[NH:21][CH:22]([C:23](=[O:25])[N:57]1[CH:53]([C:51]([NH:50][C:45]2([C:43]([O:42][CH2:40][CH3:41])=[O:44])[CH:46]([CH:48]=[CH2:49])[CH2:47]2)=[O:52])[CH2:54][CH:55]([O:58][C:59](=[O:60])[N:61]2[CH2:62][c:63]3[cH:64][cH:65][cH:66][c:67]([F:70])[c:68]3[CH2:69]2)[CH2:56]1)[CH2:26][CH2:27][CH2:28][CH2:29][CH2:30][CH:31]=[CH2:32]. The reactants are CCI, Cl, COC(=O)c1c(C(F)F)nc(C(F)(F)F)c(C(=O)OC)c1NC(C)C, [K+], [K+], [K+], O=C([O-])[O-], CN(C)C=O, [OH-], O. Product: CCOC(=O)c1c(C(F)F)nc(C(F)(F)F)c(C(=O)OC)c1NC(C)C. Reaction SMILES: [CH2:35]([I:36])[CH3:37].[ClH:28].[F:1][CH:2]([c:3]1[c:4]([C:21](=[O:22])[O:23][CH3:24])[c:5]([NH:17][CH:18]([CH3:19])[CH3:20])[c:6]([C:13](=[O:14])[O:15][CH3:16])[c:7]([C:9]([F:10])([F:11])[F:12])[n:8]1)[F:25].[K+:27].[K+:29].[K+:30].[O-:31][C:32]([O-:33])=[O:34].[O:38]=[CH:39][N:40]([CH3:41])[CH3:42].[OH-:26].[OH2:43]>>[F:1][CH:2]([c:3]1[c:4]([C:21](=[O:22])[O:23][CH2:24][CH3:32])[c:5]([NH:17][CH:18]([CH3:19])[CH3:20])[c:6]([C:13](=[O:14])[O:15][CH3:16])[c:7]([C:9]([F:10])([F:11])[F:12])[n:8]1)[F:25]. Starting materials: CSSC, CC(C)(C)ON=O, Cn1nc(-c2c(F)cc(Cl)c3nc(N)sc23)c(Cl)c1C(F)(F)F. Product: CSc1nc2c(Cl)cc(F)c(-c3nn(C)c(C(F)(F)F)c3Cl)c2s1. Reaction SMILES: [CH3:24][S:25][S:26][CH3:27].[N:28]([O:29][C:30]([CH3:31])([CH3:32])[CH3:33])=[O:34].[NH2:1][c:2]1[s:3][c:4]2[c:5]([n:6]1)[c:7]([Cl:23])[cH:8][c:9]([F:22])[c:10]2-[c:11]1[n:12][n:13]([CH3:21])[c:14]([C:17]([F:18])([F:19])[F:20])[c:15]1[Cl:16]>>[c:2]1([S:25][CH3:24])[s:3][c:4]2[c:5]([n:6]1)[c:7]([Cl:23])[cH:8][c:9]([F:22])[c:10]2-[c:11]1[n:12][n:13]([CH3:21])[c:14]([C:17]([F:18])([F:19])[F:20])[c:15]1[Cl:16].